This data is from the Open Reaction Database (ORD), a public repository of structured organic reaction records. The task is: describe an organic reaction: reactants, conditions, products, and yield The reactants are Nc1ccc2c(c1)OCO2, CO, O=[N+]([O-])c1cnc(Cl)c([N+](=O)[O-])c1. Product: O=[N+]([O-])c1cnc(Nc2ccc3c(c2)OCO3)c([N+](=O)[O-])c1. RXN SMILES: [CH2:1]1[O:2][c:3]2[cH:4][c:5]([NH2:6])[cH:7][cH:8][c:9]2[O:10]1.[CH3:24][OH:25].[Cl:11][c:12]1[n:13][cH:14][c:15]([N+:21](=[O:22])[O-:23])[cH:16][c:17]1[N+:18](=[O:19])[O-:20]>>[CH2:1]1[O:2][c:3]2[cH:4][c:5]([NH:6][c:12]3[n:13][cH:14][c:15]([N+:21](=[O:22])[O-:23])[cH:16][c:17]3[N+:18](=[O:19])[O-:20])[cH:7][cH:8][c:9]2[O:10]1.